Task: describe an organic reaction: reactants, conditions, products, and yield. Dataset: the Open Reaction Database (ORD), a public repository of structured organic reaction records Reactants: N#Cc1cnc2cc(Br)ccc2c1Cl, CCOC(C)=O, [H-], Nc1ccc(Cl)cc1Cl, [Na+], C1CCOC1. The product is N#Cc1cnc2cc(Br)ccc2c1Nc1ccc(Cl)cc1Cl. As a reaction SMILES: [Br:12][c:13]1[cH:14][cH:15][c:16]2[c:17]([Cl:25])[c:18]([C:23]#[N:24])[cH:19][n:20][c:21]2[cH:22]1.[CH3:26][CH2:27][O:28][C:29](=[O:30])[CH3:31].[H-:10].[NH2:1][c:2]1[cH:3][cH:4][c:5]([Cl:6])[cH:7][c:8]1[Cl:9].[Na+:11].[O:32]1[CH2:33][CH2:34][CH2:35][CH2:36]1>>[NH:1]([c:2]1[cH:3][cH:4][c:5]([Cl:6])[cH:7][c:8]1[Cl:9])[c:17]1[c:16]2[cH:15][cH:14][c:13]([Br:12])[cH:22][c:21]2[n:20][cH:19][c:18]1[C:23]#[N:24].